Task: describe an organic reaction: reactants, conditions, products, and yield. Dataset: the Open Reaction Database (ORD), a public repository of structured organic reaction records Reactants: O1[C@H](CCC1)COC=1C=C2C=COC(C2=CC1)=O (6-[(R)-1-(Tetrahydrofuran-2-yl)methoxy]-isochromen-1-one), NC=1C=CC(=C(C1)C(C)=O)N1C[C@@H](CC1)N1CCCC1 (1-((R)-5-amino-2-[1,3′]bipyrrolidinyl-1′-yl-phenyl)-ethanone). Product: C(C)(=O)C=1C=C(C=CC1N1C[C@@H](CC1)N1CCCC1)N1C(C2=CC=C(C=C2C=C1)OC[C@@H]1OCCC1)=O (2-((R)-3-Acetyl-4-[1,3′]bipyrrolidinyl-1′-yl-phenyl)-6-[(R)-1-(tetrahydrofuran-2-yl)methoxy]-2H-isoquinolin-1-one). RXN SMILES: [O:1]1[CH2:5][CH2:4][CH2:3][C@@H:2]1[CH2:6][O:7][C:8]1[CH:9]=[C:10]2[C:15](=[CH:16][CH:17]=1)[C:14](=[O:18])O[CH:12]=[CH:11]2.[NH2:19][C:20]1[CH:21]=[CH:22][C:23]([N:29]2[CH2:33][CH2:32][C@@H:31]([N:34]3[CH2:38][CH2:37][CH2:36][CH2:35]3)[CH2:30]2)=[C:24]([C:26](=[O:28])[CH3:27])[CH:25]=1>>[C:26]([C:24]1[CH:25]=[C:20]([N:19]2[CH:12]=[CH:11][C:10]3[C:15](=[CH:16][CH:17]=[C:8]([O:7][CH2:6][C@H:2]4[CH2:3][CH2:4][CH2:5][O:1]4)[CH:9]=3)[C:14]2=[O:18])[CH:21]=[CH:22][C:23]=1[N:29]1[CH2:33][CH2:32][C@@H:31]([N:34]2[CH2:35][CH2:36][CH2:37][CH2:38]2)[CH2:30]1)(=[O:28])[CH3:27]. Procedure details: 6-[(R)-1-(Tetrahydrofuran-2-yl)methoxy]-isochromen-1-one and 1-((R)-5-amino-2-[1,3′]bipyrrolidinyl-1′-yl-phenyl)-ethanone were reacted according to Method AJ. In this way the product was obtained with molecular weight 501.63 (C30H35N3O4); MS (ESI): 502 (M+H+).